Dataset: the Open Reaction Database (ORD), a public repository of structured organic reaction records. Task: describe an organic reaction: reactants, conditions, products, and yield The reactants are CO, O=C(O)Cc1ccccc1I, O=S(=O)(O)O. RXN SMILES: [CH3:17][OH:18].[I:1][c:2]1[c:3]([CH2:8][C:9](=[O:10])[OH:11])[cH:4][cH:5][cH:6][cH:7]1.[S:12](=[O:13])(=[O:14])([OH:15])[OH:16]>>[I:1][c:2]1[c:3]([CH2:8][C:9](=[O:10])[O:11][CH3:17])[cH:4][cH:5][cH:6][cH:7]1. Product: COC(=O)Cc1ccccc1I. The reactants are ClC=1N=C(C2=C(N1)OC(CO2)C)N2CCOCC2 (2-chloro-7-methyl-4-morpholin-4-yl-6,7-dihydro-[1,4]dioxino[2,3-d]pyrimidine), CC1(OB(OC1(C)C)C=1C=NC(=NC1)N)C (5-(4,4,5,5-tetramethyl-[1,3,2]dioxaborolan-2-yl)-pyrimidin-2-ylamine), C([O-])([O-])=O.[Na+].[Na+] (sodium carbonate). Reagents/catalysts: Cl[Pd]([P](C1=CC=CC=C1)(C2=CC=CC=C2)C3=CC=CC=C3)([P](C4=CC=CC=C4)(C5=CC=CC=C5)C6=CC=CC=C6)Cl (Pd(PPh3)2Cl2). Solvent: C(C)#N (acetonitrile). Reaction conditions: temperature 140 celsius. Product: CC1COC2=C(N=C(N=C2N2CCOCC2)C=2C=NC(=NC2)N)O1 (5-(7-methyl-4-morpholino-6,7-dihydro-[1,4]dioxino[2,3-d]pyrimidin-2-yl)pyrimidin-2-amine). RXN SMILES: Cl[C:2]1[N:3]=[C:4]([N:13]2[CH2:18][CH2:17][O:16][CH2:15][CH2:14]2)[C:5]2[O:11][CH2:10][CH:9]([CH3:12])[O:8][C:6]=2[N:7]=1.CC1(C)C(C)(C)OB([C:27]2[CH:28]=[N:29][C:30]([NH2:33])=[N:31][CH:32]=2)O1.C(=O)([O-])[O-].[Na+].[Na+]>C(#N)C.Cl[Pd](Cl)([P](C1C=CC=CC=1)(C1C=CC=CC=1)C1C=CC=CC=1)[P](C1C=CC=CC=1)(C1C=CC=CC=1)C1C=CC=CC=1>[CH3:12][CH:9]1[O:8][C:6]2[N:7]=[C:2]([C:27]3[CH:28]=[N:29][C:30]([NH2:33])=[N:31][CH:32]=3)[N:3]=[C:4]([N:13]3[CH2:18][CH2:17][O:16][CH2:15][CH2:14]3)[C:5]=2[O:11][CH2:10]1 |f:2.3.4,^1:46,65|. Reported procedure: A mixture of 2-chloro-7-methyl-4-morpholin-4-yl-6,7-dihydro-[1,4]dioxino[2,3-d]pyrimidine (99 mg, 0.36 mmol), 5-(4,4,5,5-tetramethyl-[1,3,2]dioxaborolan-2-yl)-pyrimidin-2-ylamine (97 mg, 0.44 mmol), Pd(PPh3)2Cl2 (28 mg, 0.04 mmol) and sodium carbonate (1.2 mL, 1.20 mmol, 1M aqueous solution) in acetonitrile (1.2 mL) was degassed then heated at 140° C. for 25 minutes using microwave irradiation. The reaction mixture was filtered, flushing with ethyl acetate. The filtrate phases were separated and...